From a dataset of the Open Reaction Database (ORD), a public repository of structured organic reaction records. describe an organic reaction: reactants, conditions, products, and yield Yields the product C1(=CC=CC=C1)CC1(OC(N2C1CN(CC2)C(=O)NCC2=CC=C(C=C2)F)=O)CC2=CC=CC=C2 (1,1-Bis(phenylmethyl)-N-[(4-fluorophenyl)methyl]-tetrahydro-3-oxo-3H-oxazolo[3,4-a]pyrazine-7(1H)-carboxamide). Procedure: To 1,1-bis(phenylmethyl)-hexahydro-3H-oxazolo[3,4-a]pyrazin-3-one (0.16 g, 0.50 mmol) were added tetrahydrofuran (10 mL) and 4-fluorobenzyl isocyanate (0.30 g, 2.0 mmol), and the mixture was stirred at 50° C. for 4 hours. The reaction solution was concentrated, and then the residue was purified with silica gel column chromatography (hexane:ethyl acetate=1:1 to ethyl acetate). The fractions were collected and concentrated. To the residue was added diisopropyl ether, and the obtained solid matter ... Reactants: C1(=CC=CC=C1)CC1(OC(N2C1CNCC2)=O)CC2=CC=CC=C2 (1,1-bis(phenylmethyl)-hexahydro-3H-oxazolo[3,4-a]pyrazin-3-one), FC1=CC=C(CN=C=O)C=C1 (4-fluorobenzyl isocyanate). As a reaction SMILES: [C:1]1([CH2:7][C:8]2([CH2:18][C:19]3[CH:24]=[CH:23][CH:22]=[CH:21][CH:20]=3)[CH:12]3[CH2:13][NH:14][CH2:15][CH2:16][N:11]3[C:10](=[O:17])[O:9]2)[CH:6]=[CH:5][CH:4]=[CH:3][CH:2]=1.[F:25][C:26]1[CH:35]=[CH:34][C:29]([CH2:30][N:31]=[C:32]=[O:33])=[CH:28][CH:27]=1>O1CCCC1>[C:19]1([CH2:18][C:8]2([CH2:7][C:1]3[CH:2]=[CH:3][CH:4]=[CH:5][CH:6]=3)[CH:12]3[CH2:13][N:14]([C:32]([NH:31][CH2:30][C:29]4[CH:34]=[CH:35][C:26]([F:25])=[CH:27][CH:28]=4)=[O:33])[CH2:15][CH2:16][N:11]3[C:10](=[O:17])[O:9]2)[CH:24]=[CH:23][CH:22]=[CH:21][CH:20]=1. The solvent is O1CCCC1 (tetrahydrofuran). The yield is 71.8%. Reaction conditions: temperature 50 celsius, time 4 hour.